Dataset: the Open Reaction Database (ORD), a public repository of structured organic reaction records. Task: describe an organic reaction: reactants, conditions, products, and yield Reactants: C(C)(C)(C)O[C@H](C(=O)O)C1=C(C2=C(N=C(S2)C2=CC3=C(N(N=N3)C)C=C2)C=C1C)C1=CC=C(C=C1)Cl ((S)-2-tert-butoxy-2-(7-(4-chlorophenyl)-5-methyl-2-(1-methyl-1H-benzo[d][1,2,3]triazol-5-yl)benzo[d]thiazol-6-yl)acetic acid), C(C)(C)(C)O[C@H](C(=O)OCC)C1=C(C2=C(N=C(S2)C2=CC=3N(C=C2)C(=NC3C)C)C=C1C)C1=CC=C(C=C1)Cl ((S)-ethyl 2-tert-butoxy-2-(7-(4-chlorophenyl)-2-(1,3-dimethylimidazo[1,5-a]pyridin-7-yl)-5-methylbenzo[d]thiazol-6-yl)acetate). The product is C(C)(C)(C)O[C@H](C(=O)O)C1=C(C2=C(N=C(S2)C2=CC=3N(C=C2)C(=NC3C)C)C=C1C)C1=CC=C(C=C1)Cl ((S)-2-tert-butoxy-2-(7-(4-chlorophenyl)-2-(1,3-dimethylimidazo[1,5-a]pyridin-7-yl)-5-methylbenzo[d]thiazol-6-yl)acetic acid). As a reaction SMILES: C(O[C@@H](C1C(C)=CC2N=C(C3C=CC4N(C)N=NC=4C=3)SC=2C=1C1C=CC(Cl)=CC=1)C(O)=O)(C)(C)C.[C:37]([O:41][C@@H:42]([C:48]1[C:67]([CH3:68])=[CH:66][C:51]2[N:52]=[C:53]([C:55]3[CH:60]=[CH:59][N:58]4[C:61]([CH3:65])=[N:62][C:63]([CH3:64])=[C:57]4[CH:56]=3)[S:54][C:50]=2[C:49]=1[C:69]1[CH:74]=[CH:73][C:72]([Cl:75])=[CH:71][CH:70]=1)[C:43]([O:45]CC)=[O:44])([CH3:40])([CH3:39])[CH3:38]>>[C:37]([O:41][C@@H:42]([C:48]1[C:67]([CH3:68])=[CH:66][C:51]2[N:52]=[C:53]([C:55]3[CH:60]=[CH:59][N:58]4[C:61]([CH3:65])=[N:62][C:63]([CH3:64])=[C:57]4[CH:56]=3)[S:54][C:50]=2[C:49]=1[C:69]1[CH:70]=[CH:71][C:72]([Cl:75])=[CH:73][CH:74]=1)[C:43]([OH:45])=[O:44])([CH3:40])([CH3:38])[CH3:39]. Reported procedure: Prepared in a manner similar to (S)-2-tert-butoxy-2-(7-(4-chlorophenyl)-5-methyl-2-(1-methyl-1H-benzo[d][1,2,3]triazol-5-yl)benzo[d]thiazol-6-yl)acetic acid, but using (S)-ethyl 2-tert-butoxy-2-(7-(4-chlorophenyl)-2-(1,3-dimethylimidazo[1,5-a]pyridin-7-yl)-5-methylbenzo[d]thiazol-6-yl)acetate instead of (S)-ethyl 2-tert-butoxy-2-(7-(4-chlorophenyl)-5-methyl-2-(1-methyl-1H-benzo[d][1,2,3]triazol-5-yl)benzo[d]thiazol-6-yl)acetate. LCMS-ESI+: calc'd for C29H29ClN3O3S: 534.1 (M+H+); Found: 534.2 (M+... Reactants: Cc1cnc(CNc2ccc3ncc(Br)n3n2)cn1, CCCCC=CB(O)O. The product is CCCCC=Cc1cnc2ccc(NCc3cnc(C)cn3)nn12. RXN SMILES: [Br:1][c:2]1[cH:3][n:4][c:5]2[n:6]1[n:7][c:8]([NH:11][CH2:12][c:13]1[n:14][cH:15][c:16]([CH3:19])[n:17][cH:18]1)[cH:9][cH:10]2.[CH:20](=[CH:21][CH2:22][CH2:23][CH2:24][CH3:25])[B:26]([OH:27])[OH:28]>>[c:2]1([CH:20]=[CH:21][CH2:22][CH2:23][CH2:24][CH3:25])[cH:3][n:4][c:5]2[n:6]1[n:7][c:8]([NH:11][CH2:12][c:13]1[n:14][cH:15][c:16]([CH3:19])[n:17][cH:18]1)[cH:9][cH:10]2. The reactants are NC(C=C(C#N)C(=O)N1[C@@H](CCC1)CN1N=C(C=2C1=NC=NC2N)C2=C(C=C(C=C2)OC2=CC=CC=C2)F)(C)C (4-amino-2-((S)-2-((4-amino-3-(2-fluoro-4-phenoxyphenyl)-1H-pyrazolo[3,4-d]pyrimidin-1-yl)methyl)pyrrolidine-1-carbonyl)-4-methylpent-2-enenitrile), C([O-])([O-])=O.[K+].[K+] (potassium carbonate), BrCCOC (1-bromo-2-methoxyethane). Run in CC#N (CH3CN). Run at temperature 50 celsius, time 8 hour. The product is NC1=C2C(=NC=N1)N(N=C2C2=C(C=C(C=C2)OC2=CC=CC=C2)F)C[C@H]2N(CCC2)C(=O)C(C#N)=CC(C)(C)NCCOC (2-((S)-2-((4-amino-3-(2-fluoro-4-phenoxyphenyl)-1H-pyrazolo[3,4-d]pyrimidin-1-yl)methyl)pyrrolidine-1-carbonyl)-4-(2-methoxyethylamino)-4-methylpent-2-enenitrile). Isolated yield 3.7%. RXN SMILES: [NH2:1][C:2]([CH3:40])([CH3:39])[CH:3]=[C:4]([C:7]([N:9]1[CH2:13][CH2:12][CH2:11][C@H:10]1[CH2:14][N:15]1[C:19]2=[N:20][CH:21]=[N:22][C:23]([NH2:24])=[C:18]2[C:17]([C:25]2[CH:30]=[CH:29][C:28]([O:31][C:32]3[CH:37]=[CH:36][CH:35]=[CH:34][CH:33]=3)=[CH:27][C:26]=2[F:38])=[N:16]1)=[O:8])[C:5]#[N:6].C(=O)([O-])[O-].[K+].[K+].Br[CH2:48][CH2:49][O:50][CH3:51]>CC#N>[NH2:24][C:23]1[N:22]=[CH:21][N:20]=[C:19]2[N:15]([CH2:14][C@@H:10]3[CH2:11][CH2:12][CH2:13][N:9]3[C:7]([C:4](=[CH:3][C:2]([NH:1][CH2:48][CH2:49][O:50][CH3:51])([CH3:40])[CH3:39])[C:5]#[N:6])=[O:8])[N:16]=[C:17]([C:25]3[CH:30]=[CH:29][C:28]([O:31][C:32]4[CH:37]=[CH:36][CH:35]=[CH:34][CH:33]=4)=[CH:27][C:26]=3[F:38])[C:18]=12 |f:1.2.3|. Procedure: To a suspension of 4-amino-2-((S)-2-((4-amino-3-(2-fluoro-4-phenoxyphenyl)-1H-pyrazolo[3,4-d]pyrimidin-1-yl)methyl)pyrrolidine-1-carbonyl)-4-methylpent-2-enenitrile (210 mg, 0.39 mmol, 1.0 equiv), KI (130 mg, 0.78 mmol, 2.0 equiv) and potassium carbonate (166 mg, 1.17 mmol, 3.0 equiv) in CH3CN (15 mL) was added 1-bromo-2-methoxyethane (160 mg, 1.17 mmol, 3.0 equiv). The resulting suspension was stirred at 50° C. overnight. The solvent was removed under reduced pressure and then water (20 mL) was... The reactants are C(C)(=O)O (acetic acid), CCC (Propane), [N+](=O)(O)[O-] (nitric acid), acid ( s ). Yields the product nitroalkanes, C(CC)(=O)O (propionic acid), C(CCC)(=O)O (butyric acid). As a reaction SMILES: [CH3:1][CH2:2]C.[N+]([O-])(O)=O.[C:8]([OH:11])(=[O:10])[CH3:9]>>[C:8]([OH:11])(=[O:10])[CH2:9][CH3:1].[C:8]([OH:11])(=[O:10])[CH2:9][CH2:1][CH3:2]. Procedure details: Examples 1-6 are generated using ASPEN computer-aided process simulation software. Propane, nitric acid, and organic acid(s) react in a reactor to produce a product stream comprising nitroalkanes (nitromethane, 1-nitropropane, 2-nitropropane, 2,2-dinitropropane, nitroethane) and oxidation byproducts (acetic acid, propionic acid, butyric acid). The product stream also contains off-gases, such as nitrous oxide, nitric oxide, carbon dioxide, carbon monoxide, unconverted propane and water.